Task: describe an organic reaction: reactants, conditions, products, and yield. Dataset: the Open Reaction Database (ORD), a public repository of structured organic reaction records The reactants are NC1=C(C=CC(=C1)Cl)[N+](=O)[O-] (2-amino-4-chloro-1-nitrobenzene), CN(C=O)C (dimethylformamide), CN1C(=NC=C1)S (1-methyl-2-mercapto-imidazole), C([O-])([O-])=O.[K+].[K+] (potassium carbonate). Solvent: O (water). Yields the product NC1=C(C=CC(=C1)SC=1N(C=CN1)C)[N+](=O)[O-] (2-amino-4-(1-methylimidazol-2-ylthio)-1-nitrobenzene). Reaction SMILES: [NH2:1][C:2]1[CH:7]=[C:6](Cl)[CH:5]=[CH:4][C:3]=1[N+:9]([O-:11])=[O:10].[CH3:12][N:13]1[CH:17]=[CH:16][N:15]=[C:14]1[SH:18].C(=O)([O-])[O-].[K+].[K+].CN(C)C=O>O>[NH2:1][C:2]1[CH:7]=[C:6]([S:18][C:14]2[N:13]([CH3:12])[CH:17]=[CH:16][N:15]=2)[CH:5]=[CH:4][C:3]=1[N+:9]([O-:11])=[O:10] |f:2.3.4|. Procedure details: A mixture of 2.5 G. of 2-amino-4-chloro-1-nitrobenzene, 3.4 g. of 1-methyl-2-mercapto-imidazole and 4.2 g. potassium carbonate in 20 ml. dimethylformamide is heated overnight at 110°-120° C., then cooled, and poured into water. The product is filtered off and recrystallized from aqueous methanol to give 2-amino-4-(1-methylimidazol-2-ylthio)-1-nitrobenzene. Starting materials: C1CCNCC1, Cc1c(C(=O)N2CCCCC2)c[nH]c1C=O, CCO, O=C1Cc2c(cccc2-c2ccncc2)N1. Product: Cc1c(C(=O)N2CCCCC2)c[nH]c1C=C1C(=O)Nc2cccc(-c3ccncc3)c21. As a reaction SMILES: [CH2:33]1[CH2:34][CH2:35][NH:36][CH2:37][CH2:38]1.[CH3:17][c:18]1[c:19]([CH:31]=[O:32])[nH:20][cH:21][c:22]1[C:23](=[O:24])[N:25]1[CH2:26][CH2:27][CH2:28][CH2:29][CH2:30]1.[CH3:39][CH2:40][OH:41].[n:1]1[cH:2][cH:3][c:4](-[c:7]2[c:8]3[c:12]([cH:13][cH:14][cH:15]2)[NH:11][C:10](=[O:16])[CH2:9]3)[cH:5][cH:6]1>>[n:1]1[cH:2][cH:3][c:4](-[c:7]2[c:8]3[c:12]([cH:13][cH:14][cH:15]2)[NH:11][C:10](=[O:16])[C:9]3=[CH:31][c:19]2[c:18]([CH3:17])[c:22]([C:23](=[O:24])[N:25]3[CH2:26][CH2:27][CH2:28][CH2:29][CH2:30]3)[cH:21][nH:20]2)[cH:5][cH:6]1.